The task is: describe an organic reaction: reactants, conditions, products, and yield. This data is from the Open Reaction Database (ORD), a public repository of structured organic reaction records. Reactants: ClC1=CC=C2C=C(C=NC2=C1C(=O)N)C (7-chloro-3-methylquinoline-8-carboxamide), COC(N(C)C)OC (N,N-dimethylformamide dimethyl acetal). Solvent: CN(C=O)C (N,N-dimethylformamide). The product is CN(C=NC(=O)C=1C(=CC=C2C=C(C=NC12)C)Cl)C (N,N-Dimethyl-N'-(7-chloro-3-methyl-8-quinoloyl)-formamidine). RXN SMILES: [Cl:1][C:2]1[C:11]([C:12]([NH2:14])=[O:13])=[C:10]2[C:5]([CH:6]=[C:7]([CH3:15])[CH:8]=[N:9]2)=[CH:4][CH:3]=1.CO[CH:18](OC)[N:19]([CH3:21])[CH3:20]>CN(C)C=O>[CH3:18][N:19]([CH3:21])[CH:20]=[N:14][C:12]([C:11]1[C:2]([Cl:1])=[CH:3][CH:4]=[C:5]2[C:10]=1[N:9]=[CH:8][C:7]([CH3:15])=[CH:6]2)=[O:13]. Reported procedure: 55.1 g (0.25 mole) of 7-chloro-3-methylquinoline-8-carboxamide were dissolved in 50 ml of N,N-dimethylformamide, 39.3 g (0.32 mole) of N,N-dimethylformamide dimethyl acetal were added, and the mixture was refluxed for 4 hours. After precipitation on ether, 44.0 g (64%) of colorless crystals of melting point 183°-185° C. (decomposition) were isolated (compound No. 22). The reactants are ClC1=CC=C(CN2C(N=C(N=C2)N2CCN(CC2)C(=O)OC(C)(C)C)=O)C=C1 (tert-butyl 4-[5-(4-chlorobenzyl)-4-oxo-4,5-dihydro-1,3,5-triazin-2-yl]piperazine-1-carboxylate), FC(C(=O)O)(F)F (trifluoroacetic acid), resultant solution. Solvent: ClCCl (dichloromethane). Product: ClC1=CC=C(CN2C(N=C(N=C2)N2CCNCC2)=O)C=C1 (1-(4-Chlorobenzyl)-4-(piperazin-1-yl)-1,3,5-triazin-2(1H)-one). Isolated yield 45.8%. Reaction SMILES: [Cl:1][C:2]1[CH:28]=[CH:27][C:5]([CH2:6][N:7]2[CH:12]=[N:11][C:10]([N:13]3[CH2:18][CH2:17][N:16](C(OC(C)(C)C)=O)[CH2:15][CH2:14]3)=[N:9][C:8]2=[O:26])=[CH:4][CH:3]=1.FC(F)(F)C(O)=O>ClCCl>[Cl:1][C:2]1[CH:28]=[CH:27][C:5]([CH2:6][N:7]2[CH:12]=[N:11][C:10]([N:13]3[CH2:18][CH2:17][NH:16][CH2:15][CH2:14]3)=[N:9][C:8]2=[O:26])=[CH:4][CH:3]=1. Reported procedure: To a dichloromethane solution (92 mL) of tert-butyl 4-[5-(4-chlorobenzyl)-4-oxo-4,5-dihydro-1,3,5-triazin-2-yl]piperazine-1-carboxylate (9.20 g, 22.7 mmol) synthesized in Reference Synthesis Example 8, trifluoroacetic acid (40 mL) was added and the resultant solution was stirred at room temperature for 4 hours. After completion of the reaction, the reaction solution was concentrated under reduced pressure and pH was adjusted to 7 by adding water and saturated sodium bicarbonate aqueous solution.... Reactants: CC(C)c1ccccc1C=O, CC1=CN=C(C=C1)N, [C-]#[N+]C1CCCCC1. Reagents/catalysts: O=C(O)C(F)(F)F (trifluoroacetic acid). Run in CC(C)O (isopropyl alcohol), CC(C)O (isopropylalcohol). Reaction conditions: temperature 22 celsius, time 20 hour. Yields the product CC(C)c1ccccc1c1c(NC2CCCCC2)n2cc(C)ccc2n1. Isolated yield 39.8%. RXN SMILES: CC1=CC=C(N)N=C1.[C-]#[N+]C1CCCCC1.CC(C)C1=C(C=O)C=CC=C1>>CC(C)C1=C(C=CC=C1)C1=C(NC2CCCCC2)N2C=C(C)C=CC2=N1. Starting materials: O[C@@H]1CC2=CC[C@H]3[C@@H]4COC([C@@]4(C)CC[C@@H]3[C@]2(CC1)C)=O (3β-hydroxy-16-oxaandrost-5-en-17-one), ClC=1C(C(=C(C(C1Cl)=O)C#N)C#N)=O (2,3-dichloro-5,6-dicyano-1,4-benzoquinone). The solvent is O1CCOCC1 (dioxane). Product: C[C@@]12C(OC[C@H]1[C@@H]1C=CC3=CC(C=C[C@]3(C)[C@H]1CC2)=O)=O (16-oxaandrosta-1,4,6-triene-3,17-dione). The yield is 49.0%. As a reaction SMILES: [OH:1][C@H:2]1[CH2:19][CH2:18][C@@:17]2([CH3:20])[C:4](=[CH:5][CH2:6][C@@H:7]3[C@@H:16]2[CH2:15][CH2:14][C@@:12]2([CH3:13])[C@H:8]3[CH2:9][O:10][C:11]2=[O:21])[CH2:3]1.ClC1C(=O)C(C#N)=C(C#N)C(=O)C=1Cl>O1CCOCC1>[CH3:13][C@:12]12[CH2:14][CH2:15][C@H:16]3[C@@H:7]([CH:6]=[CH:5][C:4]4[C@:17]3([CH3:20])[CH:18]=[CH:19][C:2](=[O:1])[CH:3]=4)[C@@H:8]1[CH2:9][O:10][C:11]2=[O:21]. Reported procedure: A mixture of 100 mg of 3β-hydroxy-16-oxaandrost-5-en-17-one, 370 mg of 2,3-dichloro-5,6-dicyano-1,4-benzoquinone and 10 ml of dioxane was refluxed overnight. After completion of the reaction, the insoluble matters were removed by filtration, and the filtrate was flowed into an activated alumina layer and eluted with methylene chloride. The solvent was distilled out, and the resultant crude product was purified by TLC [developing solvent; chloroform: acetone (19:1)] to obtain 48 mg of 16-oxaandro... Reactants: Cc1cc(F)cc(C(=O)O)c1, [K+], O=[N+]([O-])[O-], O, O=S(=O)(O)O. Yields the product Cc1cc(F)cc(C(=O)O)c1[N+](=O)[O-]. As a reaction SMILES: [F:1][c:2]1[cH:3][c:4]([C:5](=[O:6])[OH:7])[cH:8][c:9]([CH3:11])[cH:10]1.[K+:16].[N+:12](=[O:13])([O-:14])[O-:15].[OH2:17].[S:18](=[O:19])(=[O:20])([OH:21])[OH:22]>>[F:1][c:2]1[cH:3][c:4]([C:5](=[O:6])[OH:7])[c:8]([N+:12](=[O:13])[O-:14])[c:9]([CH3:11])[cH:10]1.